From a dataset of the Open Reaction Database (ORD), a public repository of structured organic reaction records. describe an organic reaction: reactants, conditions, products, and yield Starting materials: CC1(C=2C=CC(=CC2C(CC1)(C)C)C1(COC2=C1C=C(C=C2)C=CC(=O)OC)C)C (methyl 3-[3-(5,6,7,8-tetrahydro-5,5,8,8-tetramethyl-2-naphthyl)-3-methyl-2,3-dihydrobenzofuran-5-yl]acrylate), [OH-].[Na+] (sodium hydroxide), Cl (hydrochloric acid). The solvent is C1CCOC1 (THF). The product is CC1(C=2C=CC(=CC2C(CC1)(C)C)C1(COC2=C1C=C(C=C2)C=CC(=O)O)C)C (3-[3-(5,6,7,8-tetrahydro-5,5,8,8-tetramethyl-2-naphthyl)-3-methyl-2,3-dihydrobenzofuran-5-yl]acrylic acid). RXN SMILES: [CH3:1][C:2]1([CH3:30])[CH2:11][CH2:10][C:9]([CH3:13])([CH3:12])[C:8]2[CH:7]=[C:6]([C:14]3([CH3:29])[C:18]4[CH:19]=[C:20]([CH:23]=[CH:24][C:25]([O:27]C)=[O:26])[CH:21]=[CH:22][C:17]=4[O:16][CH2:15]3)[CH:5]=[CH:4][C:3]1=2.[OH-].[Na+].Cl>C1COCC1>[CH3:1][C:2]1([CH3:30])[CH2:11][CH2:10][C:9]([CH3:12])([CH3:13])[C:8]2[CH:7]=[C:6]([C:14]3([CH3:29])[C:18]4[CH:19]=[C:20]([CH:23]=[CH:24][C:25]([OH:27])=[O:26])[CH:21]=[CH:22][C:17]=4[O:16][CH2:15]3)[CH:5]=[CH:4][C:3]1=2 |f:1.2|. Procedure details: A mixture of methyl 3-[3-(5,6,7,8-tetrahydro-5,5,8,8-tetramethyl-2-naphthyl)-3-methyl-2,3-dihydrobenzofuran-5-yl]acrylate (330 mg, 0.79 mmol), a 2N methanolic sodium hydroxide solution (4 ml, 7.9 mmol) in THF (3 ml) is heated for 5 hours at 60° C. The mixture is acidified to pH 1 with a concentrated hydrochloric acid solution, extracted with ethyl acetate and washed with water. After drying the organic phase is concentrated in vacuo at 40° C. in a rotary evaporator, the product is purified by fl... Starting materials: COCCc1nc2cnc3ccccc3c2n1CCOCCN(C)C(=O)OC(C)(C)C, ClCCl, [Na+], O=C([O-])O, O=C(OO)c1cccc(Cl)c1. Yields the product COCCc1nc2c[n+]([O-])c3ccccc3c2n1CCOCCN(C)C(=O)OC(C)(C)C. Reaction SMILES: [CH3:1][O:2][CH2:3][CH2:4][c:5]1[n:6]([CH2:18][CH2:19][O:20][CH2:21][CH2:22][N:23]([C:24]([O:25][C:26]([CH3:27])([CH3:28])[CH3:29])=[O:30])[CH3:31])[c:7]2[c:8]([cH:9][n:10][c:11]3[cH:12][cH:13][cH:14][cH:15][c:16]23)[n:17]1.[Cl:48][CH2:49][Cl:50].[Na+:47].[O-:43][C:44]([OH:45])=[O:46].[OH:32][O:33][C:34]([c:35]1[cH:36][c:37]([Cl:38])[cH:39][cH:40][cH:41]1)=[O:42]>>[CH3:1][O:2][CH2:3][CH2:4][c:5]1[n:6]([CH2:18][CH2:19][O:20][CH2:21][CH2:22][N:23]([C:24]([O:25][C:26]([CH3:27])([CH3:28])[CH3:29])=[O:30])[CH3:31])[c:7]2[c:8]([cH:9][n+:10]([O-:32])[c:11]3[cH:12][cH:13][cH:14][cH:15][c:16]23)[n:17]1. Reactants: CS(C)=O, CCN(C(C)C)C(C)C, Nc1nc(Cl)ccc1C(=O)NCc1ccc(Oc2ccccc2)s1, NCCN, O. Yields the product NCCNc1ccc(C(=O)NCc2ccc(Oc3ccccc3)s2)c(N)n1. RXN SMILES: [CH3:30][S:31]([CH3:32])=[O:33].[CH:34]([N:35]([CH2:36][CH3:37])[CH:38]([CH3:39])[CH3:40])([CH3:41])[CH3:42].[NH2:1][c:2]1[c:3]([C:4](=[O:5])[NH:6][CH2:7][c:8]2[s:9][c:10]([O:13][c:14]3[cH:15][cH:16][cH:17][cH:18][cH:19]3)[cH:11][cH:12]2)[cH:20][cH:21][c:22]([Cl:24])[n:23]1.[NH2:25][CH2:26][CH2:27][NH2:28].[OH2:29]>>[NH2:1][c:2]1[c:3]([C:4](=[O:5])[NH:6][CH2:7][c:8]2[s:9][c:10]([O:13][c:14]3[cH:15][cH:16][cH:17][cH:18][cH:19]3)[cH:11][cH:12]2)[cH:20][cH:21][c:22]([NH:25][CH2:26][CH2:27][NH2:28])[n:23]1. The reactants are N1=CC=C(C=C1)C=1SC=C(N1)C=1C(NC2=CC(=CC=C2C1)C=O)=O (3-(2-pyridin-4-yl-thiazol-4-yl)-1H-quinolin-2-one-7-carbaldehyde), N1CCOCC1 (morpholine). The product is N1(CCOCC1)CC1=CC=C2C=C(C(NC2=C1)=O)C=1N=C(SC1)C1=CC=NC=C1 (7-Morpholin-4-ylmethyl-3-(2-pyridin-4-yl-thiazol-4-yl)-1H-quinolin-2-one). Reaction SMILES: [N:1]1[CH:6]=[CH:5][C:4]([C:7]2[S:8][CH:9]=[C:10]([C:12]3[C:13](=[O:24])[NH:14][C:15]4[C:20]([CH:21]=3)=[CH:19][CH:18]=[C:17]([CH:22]=O)[CH:16]=4)[N:11]=2)=[CH:3][CH:2]=1.[NH:25]1[CH2:30][CH2:29][O:28][CH2:27][CH2:26]1>>[N:25]1([CH2:22][C:17]2[CH:16]=[C:15]3[C:20]([CH:21]=[C:12]([C:10]4[N:11]=[C:7]([C:4]5[CH:3]=[CH:2][N:1]=[CH:6][CH:5]=5)[S:8][CH:9]=4)[C:13](=[O:24])[NH:14]3)=[CH:19][CH:18]=2)[CH2:30][CH2:29][O:28][CH2:27][CH2:26]1. Reported procedure: This compound was prepared according to the method described in example 8768 employing 3-(2-pyridin-4-yl-thiazol-4-yl)-1H-quinolin-2-one-7-carbaldehyde and morpholine to give a yellow solid. MS m/z: 405.0 (M+1). Starting materials: COC(C1=CC(=CC(=C1)OCC1=CC=CC=C1)OCC1=CC=CC=C1)=O (3,5-bis(phenylmethoxy)benzoic acid methyl ester), [OH-].[Na+] (NaOH), Cl (HCl). Solvent: CO (methanol), O1CCOCC1 (dioxane), O (water). The product is C1(=CC=CC=C1)COC=1C=C(C(=O)O)C=C(C1)OCC1=CC=CC=C1 (3,5-bis(phenylmethoxy)benzoic acid). Yield: 96.2%. As a reaction SMILES: C[O:2][C:3](=[O:26])[C:4]1[CH:9]=[C:8]([O:10][CH2:11][C:12]2[CH:17]=[CH:16][CH:15]=[CH:14][CH:13]=2)[CH:7]=[C:6]([O:18][CH2:19][C:20]2[CH:25]=[CH:24][CH:23]=[CH:22][CH:21]=2)[CH:5]=1.[OH-].[Na+].Cl>CO.O1CCOCC1.O>[C:20]1([CH2:19][O:18][C:6]2[CH:5]=[C:4]([CH:9]=[C:8]([O:10][CH2:11][C:12]3[CH:17]=[CH:16][CH:15]=[CH:14][CH:13]=3)[CH:7]=2)[C:3]([OH:26])=[O:2])[CH:21]=[CH:22][CH:23]=[CH:24][CH:25]=1 |f:1.2|. Procedure details: A solution of 41.4 g (0.12 mol) of 3,5-bis(phenylmethoxy)benzoic acid methyl ester and 59 ml (0.36 mol) of 6N NaOH in 700 ml of methanol and 350ml of dioxane was stirred at reflux for 17 hours. The solvents were removedat reduced pressure and the residue was dissolved in water and acidified topH 3 with 6N HCl. The resultant solid was filtered and recrystallized from methylene chloride-methanol to give 38.6 g (97% yield, mp 211°-213°) of 3,5-bis(phenylmethoxy)benzoic acid. Starting materials: CCN=C=NCCCN(C)C, CCN(C(C)C)C(C)C, Cl, O=C(O)C(F)(F)F, NCC(=O)N1CCN(C(=O)c2ccccc2C(F)(F)F)CC1, CN(C)C=O, O, On1nnc2ccccc21, O=C(O)c1cccc(-c2ccccc2)c1. Product: O=C(NCC(=O)N1CCN(C(=O)c2ccccc2C(F)(F)F)CC1)c1cccc(-c2ccccc2)c1. RXN SMILES: [CH3:49][CH2:50][N:51]=[C:52]=[N:53][CH2:54][CH2:55][CH2:56][N:57]([CH3:58])[CH3:59].[CH:1]([N:2]([CH2:3][CH3:4])[CH:5]([CH3:6])[CH3:7])([CH3:8])[CH3:9].[ClH:60].[F:32][C:33]([F:34])([F:35])[C:36]([OH:37])=[O:38].[NH2:10][CH2:11][C:12](=[O:13])[N:14]1[CH2:15][CH2:16][N:17]([C:20]([c:21]2[c:22]([C:27]([F:28])([F:29])[F:30])[cH:23][cH:24][cH:25][cH:26]2)=[O:31])[CH2:18][CH2:19]1.[O:76]=[CH:77][N:78]([CH3:79])[CH3:80].[OH2:81].[OH:39][n:40]1[c:41]2[c:42]([cH:43][cH:44][cH:45][cH:46]2)[n:47][n:48]1.[c:61]1(-[c:67]2[cH:68][c:69]([C:70](=[O:71])[OH:72])[cH:73][cH:74][cH:75]2)[cH:62][cH:63][cH:64][cH:65][cH:66]1>>[NH:10]([CH2:11][C:12](=[O:13])[N:14]1[CH2:15][CH2:16][N:17]([C:20]([c:21]2[c:22]([C:27]([F:28])([F:29])[F:30])[cH:23][cH:24][cH:25][cH:26]2)=[O:31])[CH2:18][CH2:19]1)[C:70]([c:69]1[cH:68][c:67](-[c:61]2[cH:62][cH:63][cH:64][cH:65][cH:66]2)[cH:75][cH:74][cH:73]1)=[O:71].